This data is from the Open Reaction Database (ORD), a public repository of structured organic reaction records. The task is: describe an organic reaction: reactants, conditions, products, and yield Starting materials: C(C)(C)(C)OC(C(CCC)(CCC)C#N)=O (2-cyano-2-propyl-pentanoic acid tert-butyl ester). Reagents/catalysts: [Ni] (Ni). Run in CO (MeOH). Conditions: time 8 hour. Yields the product C(C)(C)(C)OC(C(CCC)(CCC)CN)=O (2-Aminomethyl-2-propyl-pentanoic acid tert-butyl ester). The yield is 70.4%. RXN SMILES: [C:1]([O:5][C:6](=[O:16])[C:7]([C:14]#[N:15])([CH2:11][CH2:12][CH3:13])[CH2:8][CH2:9][CH3:10])([CH3:4])([CH3:3])[CH3:2]>CO.[Ni]>[C:1]([O:5][C:6](=[O:16])[C:7]([CH2:14][NH2:15])([CH2:11][CH2:12][CH3:13])[CH2:8][CH2:9][CH3:10])([CH3:2])([CH3:4])[CH3:3]. Procedure details: A mixture of 2-cyano-2-propyl-pentanoic acid tert-butyl ester (6.87 g) and Raney Ni (4 mL in water) in MeOH (200 mL) was stirred at rt under H2 atmosphere (balloon) overnight. Then the reaction mixture was filtered over Celite pad, filtrate was concentrated to give the desired product (4.92 g). 1H NMR in CDCl3, δ in ppm: 2.76 (s, 2H), 1.44 (s, 9H), 1.5-1.1 (m, 8H), 0.91 (t, 6H, J=7.0 Hz). Reactants: CCO, COc1ccc(C(C)C)cc1-c1cnc2[nH]c(=O)n(CC3CCCC3)c2n1, NCC1CCCC1. The product is COc1ccc(C(C)C)cc1-c1cnc2[nH]c(=O)n(C(C)C3CCCC3)c2n1. As a reaction SMILES: [CH3:35][CH2:36][OH:37].[CH:1]1([CH2:6][n:7]2[c:8](=[O:27])[nH:9][c:10]3[c:11]2[n:12][c:13](-[c:16]2[c:17]([O:25][CH3:26])[cH:18][cH:19][c:20]([CH:22]([CH3:23])[CH3:24])[cH:21]2)[cH:14][n:15]3)[CH2:2][CH2:3][CH2:4][CH2:5]1.[CH:28]1([CH2:29][NH2:30])[CH2:31][CH2:32][CH2:33][CH2:34]1>>[CH:1]1([CH:6]([n:7]2[c:8](=[O:27])[nH:9][c:10]3[c:11]2[n:12][c:13](-[c:16]2[c:17]([O:25][CH3:26])[cH:18][cH:19][c:20]([CH:22]([CH3:23])[CH3:24])[cH:21]2)[cH:14][n:15]3)[CH3:28])[CH2:2][CH2:3][CH2:4][CH2:5]1. Starting materials: OCP(OCC)(OCC)=O (diethyl hydroxymethylphosphonate), [H-].[Na+] (sodium hydride), C(C=C)Br (Allyl bromide). The solvent is C(C)OCC (diethyl ether). Reaction conditions: temperature 20 celsius, time 1 hour. Yields the product C(C=C)OCP(OCC)(OCC)=O (diethyl allyloxymethylphosphonate). The yield is 68.6%. As a reaction SMILES: [H-].[Na+].[OH:3][CH2:4][P:5](=[O:12])([O:9][CH2:10][CH3:11])[O:6][CH2:7][CH3:8].[CH2:13](Br)[CH:14]=[CH2:15]>C(OCC)C>[CH2:15]([O:3][CH2:4][P:5](=[O:12])([O:9][CH2:10][CH3:11])[O:6][CH2:7][CH3:8])[CH:14]=[CH2:13] |f:0.1|. Reported procedure: To a hexane washed suspension of 60% sodium hydride (262mg, 6.5 mmol) in diethyl ether (10 ml) was added diethyl hydroxymethylphosphonate (lg, 5.95 mmol) and the reaction mixture stirred for 1 hour at 20° C. under nitrogen. Allyl bromide (0.94 g, 0.67 ml, 7.7 mmol) was then added dropwise and the reaction mixture stirred for 2 hours at 20° C. The solids were filtered off and the filtrate diluted with dichloromethane (30 ml). The solution was washed with water (2×30 ml), dried (MgSO4) and the sol... Reactants: ClC=1C=C(C(=O)NCCN2CCOCC2)C=C(N1)Cl (2,6-Dichloro-N-(2-morpholin-4-yl-ethyl)-isonicotinamide), N1(CCOCC1)CCCN (3-morpholin-4-yl-propan-1-amine), ClC=1C=C(C(=O)O)C=C(N1)Cl (2,6-dichloroisonicotinic acid). Yields the product ClC=1C=C(C(=O)NC([C@H]2NCCC2N2CCOCC2)=O)C=C(N1)Cl (2,6-Dichloro-N-(3-morpholin-4-yl-prolyl)-isonicotinamide). RXN SMILES: [Cl:1][C:2]1[CH:3]=[C:4]([CH:16]=[C:17]([Cl:19])[N:18]=1)[C:5]([NH:7][CH2:8][CH2:9][N:10]1[CH2:15][CH2:14]OCC1)=[O:6].[N:20]1([CH2:26]CCN)[CH2:25][CH2:24][O:23][CH2:22][CH2:21]1.ClC1C=C(C=C(Cl)N=1)C(O)=[O:35]>>[Cl:19][C:17]1[CH:16]=[C:4]([CH:3]=[C:2]([Cl:1])[N:18]=1)[C:5]([NH:7][C:8](=[O:35])[C@@H:9]1[CH:26]([N:20]2[CH2:25][CH2:24][O:23][CH2:22][CH2:21]2)[CH2:14][CH2:15][NH:10]1)=[O:6]. Procedure details: The title compound was prepared by the procedure of Intermediate 40 from 3-morpholin-4-yl-propan-1-amine and 2,6-dichloroisonicotinic acid (both commercially available). Reactants: FC(F)(F)c1ccccc1-c1nc(Nc2n[nH]c3ccc(Br)cc23)c2ccccc2n1, CO, CCN(C(C)C)C(C)C, CN(C)C=O, Cl[Pd]Cl. Yields the product COC(=O)c1ccc2[nH]nc(Nc3nc(-c4ccccc4C(F)(F)F)nc4ccccc34)c2c1. As a reaction SMILES: [Br:1][c:2]1[cH:3][c:4]2[c:5]([NH:11][c:12]3[n:13][c:14](-[c:22]4[c:23]([C:28]([F:29])([F:30])[F:31])[cH:24][cH:25][cH:26][cH:27]4)[n:15][c:16]4[cH:17][cH:18][cH:19][cH:20][c:21]34)[n:6][nH:7][c:8]2[cH:9][cH:10]1.[CH3:32][OH:33].[CH:34]([N:35]([CH2:36][CH3:37])[CH:38]([CH3:39])[CH3:40])([CH3:41])[CH3:42].[O:43]=[CH:44][N:45]([CH3:46])[CH3:47].[Pd:48]([Cl:49])[Cl:50]>>[c:2]1([C:44]([O:33][CH3:32])=[O:43])[cH:3][c:4]2[c:5]([NH:11][c:12]3[n:13][c:14](-[c:22]4[c:23]([C:28]([F:29])([F:30])[F:31])[cH:24][cH:25][cH:26][cH:27]4)[n:15][c:16]4[cH:17][cH:18][cH:19][cH:20][c:21]34)[n:6][nH:7][c:8]2[cH:9][cH:10]1. Starting materials: NC=1OC2=C(N1)C=CC(=C2)CCC=2N=C1N(C=CC(=C1)NC(=O)OC(C)(C)C)C2C (2-amino-6-[2-(3-methyl-7-tertbutoxycarbonylaminoimidazo[1,2-a]pyridin-2-yl)ethyl]benzoxazole), Cl (hydrochloric acid). Run in C(C)O (ethanol). The product is NC=1OC2=C(N1)C=CC(=C2)CCC=2N=C1N(C=CC(=C1)N)C2C (2-amino-6-[2-(7-amino-3-methylimidazo[1,2-a]pyridin-2-yl)ethyl]benzoxazole). Isolated yield 39.8%. Reaction SMILES: [NH2:1][C:2]1[O:3][C:4]2[CH:10]=[C:9]([CH2:11][CH2:12][C:13]3[N:14]=[C:15]4[CH:20]=[C:19]([NH:21]C(OC(C)(C)C)=O)[CH:18]=[CH:17][N:16]4[C:29]=3[CH3:30])[CH:8]=[CH:7][C:5]=2[N:6]=1.Cl>C(O)C>[NH2:1][C:2]1[O:3][C:4]2[CH:10]=[C:9]([CH2:11][CH2:12][C:13]3[N:14]=[C:15]4[CH:20]=[C:19]([NH2:21])[CH:18]=[CH:17][N:16]4[C:29]=3[CH3:30])[CH:8]=[CH:7][C:5]=2[N:6]=1. Procedure details: The mixture of 2-amino-6-[2-(3-methyl-7-tertbutoxycarbonylaminoimidazo[1,2-a]pyridin-2-yl)ethyl]benzoxazole (0.8 g) and conc. hydrochloric acid (0.9 ml) in ethanol (20 ml) was heated under refluxed for 1 hour. The mixture was ice-cooling and the isolated precipitate was collected by filtration. To a precipitate was added a mixture of ethyl acetate, tetrahydrofuran and water, and the mixture was adjusted to pH 8.5 with 20% aqueous potassium carbonate solution with salting-out technique. The separ... Product: CC(C)(C)OC(=O)NCCOc1ccc(N)cc1. Starting materials: CC(C)(C)OC(=O)NCCOc1ccc([N+](=O)[O-])cc1, CO, [H][H]. RXN SMILES: [CH3:1][C:2]([CH3:3])([CH3:4])[O:5][C:6]([NH:7][CH2:8][CH2:9][O:10][c:11]1[cH:12][cH:13][c:14]([N+:17]([O-:18])=[O:19])[cH:15][cH:16]1)=[O:20].[CH3:23][OH:24].[H:21][H:22]>>[CH3:1][C:2]([CH3:3])([CH3:4])[O:5][C:6]([NH:7][CH2:8][CH2:9][O:10][c:11]1[cH:12][cH:13][c:14]([NH2:17])[cH:15][cH:16]1)=[O:20]. The reactants are CC(C)(C)OC(=O)NC1CCCCCC=CC2CC2(C(=O)NS(=O)(=O)C2CC2)NC(=O)C2CC(O[Si](C)(C)C(C)(C)C)CN2C1=O, C1CCOC1. Yields the product CC(C)(C)OC(=O)NC1CCCCCC=CC2CC2(C(=O)NS(=O)(=O)C2CC2)NC(=O)C2CC(O)CN2C1=O. Reaction SMILES: [C:1]([CH3:2])([CH3:3])([CH3:4])[O:5][C:6]([NH:7][CH:8]1[CH2:9][CH2:10][CH2:11][CH2:12][CH2:13][CH:14]=[CH:15][CH:16]2[CH2:17][C:18]2([C:37](=[O:38])[NH:39][S:40](=[O:41])(=[O:42])[CH:43]2[CH2:44][CH2:45]2)[NH:19][C:20](=[O:36])[CH:21]2[CH2:22][CH:23]([O:28][Si:29]([C:30]([CH3:31])([CH3:32])[CH3:33])([CH3:34])[CH3:35])[CH2:24][N:25]2[C:26]1=[O:27])=[O:46].[CH2:47]1[O:48][CH2:49][CH2:50][CH2:51]1>>[C:1]([CH3:2])([CH3:3])([CH3:4])[O:5][C:6]([NH:7][CH:8]1[CH2:9][CH2:10][CH2:11][CH2:12][CH2:13][CH:14]=[CH:15][CH:16]2[CH2:17][C:18]2([C:37](=[O:38])[NH:39][S:40](=[O:41])(=[O:42])[CH:43]2[CH2:44][CH2:45]2)[NH:19][C:20](=[O:36])[CH:21]2[CH2:22][CH:23]([OH:28])[CH2:24][N:25]2[C:26]1=[O:27])=[O:46].